Dataset: the Open Reaction Database (ORD), a public repository of structured organic reaction records. Task: describe an organic reaction: reactants, conditions, products, and yield The reactants are Cc1oc(-c2ccc(O)cc2)nc1CCOc1ccc(CCC(=O)OC(C)(C)C)c(CNC(=O)OC(C)C)c1, CCO, CC(C)I, [K+], [K+], O=C([O-])[O-]. The product is Cc1oc(-c2ccc(OC(C)C)cc2)nc1CCOc1ccc(CCC(=O)OC(C)(C)C)c(CNC(=O)OC(C)C)c1. As a reaction SMILES: [C:1]([CH3:2])([CH3:3])([CH3:4])[O:5][C:6]([CH2:7][CH2:8][c:9]1[c:10]([CH2:31][NH:32][C:33](=[O:34])[O:35][CH:36]([CH3:37])[CH3:38])[cH:11][c:12]([O:15][CH2:16][CH2:17][c:18]2[n:19][c:20](-[c:24]3[cH:25][cH:26][c:27]([OH:30])[cH:28][cH:29]3)[o:21][c:22]2[CH3:23])[cH:13][cH:14]1)=[O:39].[CH3:50][CH2:51][OH:52].[I:40][CH:41]([CH3:42])[CH3:43].[K+:44].[K+:45].[O-:46][C:47]([O-:48])=[O:49]>>[C:1]([CH3:2])([CH3:3])([CH3:4])[O:5][C:6]([CH2:7][CH2:8][c:9]1[c:10]([CH2:31][NH:32][C:33](=[O:34])[O:35][CH:36]([CH3:37])[CH3:38])[cH:11][c:12]([O:15][CH2:16][CH2:17][c:18]2[n:19][c:20](-[c:24]3[cH:25][cH:26][c:27]([O:30][CH:41]([CH3:42])[CH3:43])[cH:28][cH:29]3)[o:21][c:22]2[CH3:23])[cH:13][cH:14]1)=[O:39]. Reactants: CCOC(CBr)OCC, Oc1ccccc1F, [K+], [K+], O=C([O-])[O-], CN(C)C=O, O. Product: CCOC(COc1ccccc1F)OCC. RXN SMILES: [Br:9][CH2:10][CH:11]([O:12][CH2:13][CH3:14])[O:15][CH2:16][CH3:17].[F:1][c:2]1[c:3]([OH:8])[cH:4][cH:5][cH:6][cH:7]1.[K+:18].[K+:19].[O-:20][C:21]([O-:22])=[O:23].[O:25]=[CH:26][N:27]([CH3:28])[CH3:29].[OH2:24]>>[F:1][c:2]1[c:3]([O:8][CH2:10][CH:11]([O:12][CH2:13][CH3:14])[O:15][CH2:16][CH3:17])[cH:4][cH:5][cH:6][cH:7]1.